Dataset: the Open Reaction Database (ORD), a public repository of structured organic reaction records. Task: describe an organic reaction: reactants, conditions, products, and yield Starting materials: O=C1Nc2ccccc2CCC1Br, O=C([O-])[O-], O=[N+]([O-])c1ccc(O)cc1OCc1ccccc1, CC#N, [K+], [K+]. Yields the product O=C1Nc2ccccc2CCC1Oc1ccc([N+](=O)[O-])c(OCc2ccccc2)c1. RXN SMILES: [Br:19][CH:20]1[CH2:21][CH2:22][c:23]2[c:24]([cH:28][cH:29][cH:30][cH:31]2)[NH:25][C:26]1=[O:27].[C:32](=[O:33])([O-:34])[O-:35].[CH2:1]([c:2]1[cH:3][cH:4][cH:5][cH:6][cH:7]1)[O:8][c:9]1[cH:10][c:11]([OH:18])[cH:12][cH:13][c:14]1[N+:15](=[O:16])[O-:17].[CH3:38][C:39]#[N:40].[K+:36].[K+:37]>>[CH2:1]([c:2]1[cH:3][cH:4][cH:5][cH:6][cH:7]1)[O:8][c:9]1[cH:10][c:11]([O:18][CH:20]2[CH2:21][CH2:22][c:23]3[c:24]([cH:28][cH:29][cH:30][cH:31]3)[NH:25][C:26]2=[O:27])[cH:12][cH:13][c:14]1[N+:15](=[O:16])[O-:17]. The reactants are CO, [Na+], [OH-], COC(=O)CCCCC(O)CCO. The product is [Na+], O=C([O-])CCCCC(O)CCO. Reaction SMILES: [CH3:16][OH:17].[Na+:15].[OH-:14].[OH:1][CH:2]([CH2:3][CH2:4][CH2:5][CH2:6][C:7](=[O:8])[O:9][CH3:10])[CH2:11][CH2:12][OH:13]>>[Na+:15].[OH:1][CH:2]([CH2:3][CH2:4][CH2:5][CH2:6][C:7](=[O:8])[O-:9])[CH2:11][CH2:12][OH:13]. Reactants: [Li]C(C)(C)C, CCOCC, CCCCC, [Cl-], [NH4+], CC(=CCOc1ccc2c(c1)OCC2)CCC=O. Product: CC(=CCOc1ccc2c(c1)OCC2)CCC(O)C(C)(C)C. As a reaction SMILES: [C:24]([CH3:25])([CH3:26])([CH3:27])[Li:28].[CH3:19][CH2:20][O:21][CH2:22][CH3:23].[CH3:31][CH2:32][CH2:33][CH2:34][CH3:35].[Cl-:29].[NH4+:30].[O:1]=[CH:2][CH2:3][CH2:4][C:5](=[CH:6][CH2:7][O:8][c:9]1[cH:10][c:11]2[c:12]([cH:16][cH:17]1)[CH2:13][CH2:14][O:15]2)[CH3:18]>>[OH:1][CH:2]([CH2:3][CH2:4][C:5](=[CH:6][CH2:7][O:8][c:9]1[cH:10][c:11]2[c:12]([cH:16][cH:17]1)[CH2:13][CH2:14][O:15]2)[CH3:18])[C:24]([CH3:25])([CH3:26])[CH3:27]. The reactants are C(C)(C)(C)C1=CC(=NO1)NC(C(C)(C)S(=O)(=O)C1=CC=C(C=C1)OC)=O (N-(5-tert-butyl-isoxazol-3-yl)-2-(4-methoxybenzenesulfonyl)-2-methyl-propionamide), B(Br)(Br)Br (BBr3), C(=O)(O)[O-].[Na+] (NaHCO3), ice. Run in C(Cl)Cl (DCM). Run at time 18 hour. Yields the product C(C)(C)(C)C1=CC(=NO1)NC(C(C)(C)S(=O)(=O)C1=CC=C(C=C1)O)=O (N-(5-tert-butyl-isoxazol-3-yl)-2-(4-hydroxy-benzenesulfonyl)-2-methyl-propionamide). Yield: 33.0%. As a reaction SMILES: [C:1]([C:5]1[O:9][N:8]=[C:7]([NH:10][C:11](=[O:26])[C:12]([S:15]([C:18]2[CH:23]=[CH:22][C:21]([O:24]C)=[CH:20][CH:19]=2)(=[O:17])=[O:16])([CH3:14])[CH3:13])[CH:6]=1)([CH3:4])([CH3:3])[CH3:2].B(Br)(Br)Br.C([O-])(O)=O.[Na+]>C(Cl)Cl>[C:1]([C:5]1[O:9][N:8]=[C:7]([NH:10][C:11](=[O:26])[C:12]([S:15]([C:18]2[CH:19]=[CH:20][C:21]([OH:24])=[CH:22][CH:23]=2)(=[O:17])=[O:16])([CH3:14])[CH3:13])[CH:6]=1)([CH3:2])([CH3:3])[CH3:4] |f:2.3|. Reported procedure: To a solution of 203 mg (0.53 mmol) of N-(5-tert-butyl-isoxazol-3-yl)-2-(4-methoxybenzenesulfonyl)-2-methyl-propionamide (Example 43, Table 19, prepared according to method A) in DCM (5 mL) were added 0.3 mL (3.18 mmol) of BBr3 at 0° C. under nitrogen atmosphere. The reaction was allowed to warm to room temperature and stirred for 18 h. The reaction was poured onto a saturated aqueous NaHCO3 solution-ice mixture (20 mL). The aqueous mixture was acidified to pH 5 and extracted with DCM (3×15 mL).... Reactants: FC1=CC=C(C=2C[C@H](COC21)NC(C)C)OC ((R)-8-Fluoro-3-(N-isopropylamino)-5-methoxy-3,4-dihydro-2H-1-benzopyran), C1(CCC1)=O (cyclobutanone), C(C)(=O)O (acetic acid), C(#N)[BH3-].[Na+] (sodium cyanoborohydride). Run in CO (methanol). Reaction conditions: time 8 hour. Yields the product C1(CCC1)N(C(C)C)[C@H]1COC2=C(C1)C(=CC=C2F)OC ((R)-3-(N-Cyclobutyl-N-isopropylamino)-8-fluoro-5-methoxy-3,4-dihydro-2H-1-benzopyran). The yield is 66.6%. As a reaction SMILES: [F:1][C:2]1[C:11]2[O:10][CH2:9][C@H:8]([NH:12][CH:13]([CH3:15])[CH3:14])[CH2:7][C:6]=2[C:5]([O:16][CH3:17])=[CH:4][CH:3]=1.[C:18]1(=O)[CH2:21][CH2:20][CH2:19]1.C([BH3-])#N.[Na+].C(O)(=O)C>CO>[CH:18]1([N:12]([C@@H:8]2[CH2:7][C:6]3[C:5]([O:16][CH3:17])=[CH:4][CH:3]=[C:2]([F:1])[C:11]=3[O:10][CH2:9]2)[CH:13]([CH3:15])[CH3:14])[CH2:21][CH2:20][CH2:19]1 |f:2.3|. Procedure: (R)-8-Fluoro-3-(N-isopropylamino)-5-methoxy-3,4-dihydro-2H-1-benzopyran (1.96 g, 8.19 mmol) was dissolved in anhydrous methanol (20 mL) and to this was cyclobutanone (6.1 mL, 81.9 mmol) added. The reaction was cooled (ice-bath) then sodium cyanoborohydride (2.0 g, 16.4 mmol) was added, the pH was adjusted to 4-5 with acetic acid, 3 Å molecular sieves were added and the reaction was allowed to stir at room temperature overnight. After 24 h the pH-was again adjusted to 4-5 and the reaction was all... The reactants are NOS(=O)(=O)O (Hydroxylamine-O-sulfonic acid), [OH-].[K+] (potassium hydroxide), NC1=CC(=NN1)C1=CC=C(C=C1)F (5-amino-3-(4-fluorophenyl)-1H-pyrazole), [OH-].[K+] (potassium hydroxide), NOS(=O)(=O)O (hydroxylamine-O-sulfonic acid). Reaction conditions: temperature 80 celsius. Product: NN1N=C(C=C1N)C1=CC=C(C=C1)F (1,5-diamino-3-(4-fluorophenyl)-1H-pyrazole). Yield: 14.9%. As a reaction SMILES: [NH2:1]OS(O)(=O)=O.[NH2:7][C:8]1[NH:12][N:11]=[C:10]([C:13]2[CH:18]=[CH:17][C:16]([F:19])=[CH:15][CH:14]=2)[CH:9]=1.[OH-].[K+]>>[NH2:1][N:12]1[C:8]([NH2:7])=[CH:9][C:10]([C:13]2[CH:18]=[CH:17][C:16]([F:19])=[CH:15][CH:14]=2)=[N:11]1 |f:2.3|. Reported procedure: Hydroxylamine-O-sulfonic acid (2.26 g, 20-0 nmol) was portionwise added to aqueous solution, (100 mL) containing 5-amino-3-(4-fluorophenyl)-1H-pyrazole (2.0 g, 11.3 mmol) and potassium hydroxide (2.52 g, 45 mmol) while stirring at 80° C. After the mixture was stirred at 80° C. for 30 minutes, potassium hydroxide (2.52 g, 45 mmol) was added thereto, hydroxylamine-O-sulfonic acid (2.26 g, 20.0 mmol) was portionwise added, and the mixture was stirred for further 1 hour. The reaction solution was co...